This data is from the Open Reaction Database (ORD), a public repository of structured organic reaction records. The task is: describe an organic reaction: reactants, conditions, products, and yield The reactants are C=C(C)C(=O)Nc1ccc(C#N)c(C(F)(F)F)c1, ClCCl, O=C(O)C(F)(F)F, OO. The product is CC1(C(=O)Nc2ccc(C#N)c(C(F)(F)F)c2)CO1. Reaction SMILES: [CH3:1][C:2]([C:3](=[O:4])[NH:5][c:6]1[cH:7][c:8]([C:14]([F:15])([F:16])[F:17])[c:9]([C:12]#[N:13])[cH:10][cH:11]1)=[CH2:18].[Cl:28][CH2:29][Cl:30].[F:19][C:20]([F:21])([F:23])[C:24](=[O:22])[OH:25].[OH:26][OH:27]>>[CH3:1][C:2]1([C:3](=[O:4])[NH:5][c:6]2[cH:7][c:8]([C:14]([F:15])([F:16])[F:17])[c:9]([C:12]#[N:13])[cH:10][cH:11]2)[CH2:18][O:22]1. The reactants are FC1=CC=C(OC2=C(C(=O)O)C=CC(=C2)C(C)(C)C)C=C1 (2-(4-fluorophenoxy)-4-tert-butylbenzoic acid), S(=O)(Cl)Cl (thionyl chloride), NC=1C=C(C=CC1)S(=O)(=O)N (3-amino-benzenesulfonamide). Run in C(Cl)Cl (CH2Cl2), N1=CC=CC=C1 (pyridine), O (water). Run at time 15 hour. The product is FC1=CC=C(OC2=C(C(=O)NC3=CC(=CC=C3)S(=O)(=O)N)C=CC(=C2)C(C)(C)C)C=C1 (2-(4-Fluorophenoxy)-4-tert-butyl-N-(3-(aminosulfonyl)phenyl)benzamide). The yield is 49.3%. Reaction SMILES: [F:1][C:2]1[CH:21]=[CH:20][C:5]([O:6][C:7]2[CH:15]=[C:14]([C:16]([CH3:19])([CH3:18])[CH3:17])[CH:13]=[CH:12][C:8]=2[C:9]([OH:11])=O)=[CH:4][CH:3]=1.S(Cl)(Cl)=O.[NH2:26][C:27]1[CH:28]=[C:29]([S:33]([NH2:36])(=[O:35])=[O:34])[CH:30]=[CH:31][CH:32]=1>C(Cl)Cl.N1C=CC=CC=1.O>[F:1][C:2]1[CH:3]=[CH:4][C:5]([O:6][C:7]2[CH:15]=[C:14]([C:16]([CH3:17])([CH3:18])[CH3:19])[CH:13]=[CH:12][C:8]=2[C:9]([NH:26][C:27]2[CH:32]=[CH:31][CH:30]=[C:29]([S:33]([NH2:36])(=[O:34])=[O:35])[CH:28]=2)=[O:11])=[CH:20][CH:21]=1. Procedure details: A solution of 2-(4-fluorophenoxy)-4-tert-butylbenzoic acid (0.11 g, 0.39 mmol) and thionyl chloride (0.28 mL, 3.9 mmol) in CH2Cl2 (10 mL) was stirred at room temperature for 4 h. The solvent was evaporated under reduced pressure, and to the resulting oil was added a solution of 3-amino-benzenesulfonamide (73 mg, 0.42 mmol) in pyridine (4 mL). The solution was stirred at room temperature 15 h. The reaction was diluted with water and extracted with EtOAc. The combined extracts were washed with wat... Starting materials: C(C)(=O)OC1=C2C(C(=C(OC2=CC(=C1)OC(C)=O)C)C1=CC=C(C=C1)OC)=O (5,7-diacetoxy-4'-methoxy-2-methylisoflavone), BrN1C(CCC1=O)=O (N-bromosuccinimide). The reagents and catalysts are C(C1=CC=CC=C1)(=O)OOC(C1=CC=CC=C1)=O (benzoyl peroxide). Run in C(Cl)(Cl)(Cl)Cl (carbon tetrachloride). Yields the product C(C)(=O)OC1=C2C(C(=C(OC2=CC(=C1)OC(C)=O)CBr)C1=CC=C(C=C1)OC)=O (5,7-diacetoxy-4'-methoxy-2-bromomethylisoflavone). Yield: 111.9%. RXN SMILES: [C:1]([O:4][C:5]1[CH:14]=[C:13]([O:15][C:16](=[O:18])[CH3:17])[CH:12]=[C:11]2[C:6]=1[C:7](=[O:28])[C:8]([C:20]1[CH:25]=[CH:24][C:23]([O:26][CH3:27])=[CH:22][CH:21]=1)=[C:9]([CH3:19])[O:10]2)(=[O:3])[CH3:2].[Br:29]N1C(=O)CCC1=O>C(Cl)(Cl)(Cl)Cl.C(OOC(=O)C1C=CC=CC=1)(=O)C1C=CC=CC=1>[C:1]([O:4][C:5]1[CH:14]=[C:13]([O:15][C:16](=[O:18])[CH3:17])[CH:12]=[C:11]2[C:6]=1[C:7](=[O:28])[C:8]([C:20]1[CH:21]=[CH:22][C:23]([O:26][CH3:27])=[CH:24][CH:25]=1)=[C:9]([CH2:19][Br:29])[O:10]2)(=[O:3])[CH3:2]. Reported procedure: A solution of 5,7-diacetoxy-4'-methoxy-2-methylisoflavone (2 g), benzoyl peroxide (0.1 g) and N-bromosuccinimide (1.4 g) in 120 ml carbon tetrachloride was heated under reflux for 20 hours, the solvent was distilled off under reduced pressure, and the solid residue was treated with water. The crude product collected by filtration was recrystallized from methanol, affording 2.7 g of 5,7-diacetoxy-4'-methoxy-2-bromomethylisoflavone.